This data is from the Open Reaction Database (ORD), a public repository of structured organic reaction records. The task is: describe an organic reaction: reactants, conditions, products, and yield The product is COc1ccc(Nc2ccc(O)cc2)c(CO)c1. Starting materials: COc1ccc(Nc2ccc(OCc3ccccc3)cc2)c(CO)c1, CCO. Reaction SMILES: [CH2:1]([c:2]1[cH:3][cH:4][cH:5][cH:6][cH:7]1)[O:8][c:9]1[cH:10][cH:11][c:12]([NH:15][c:16]2[c:17]([CH2:24][OH:25])[cH:18][c:19]([O:22][CH3:23])[cH:20][cH:21]2)[cH:13][cH:14]1.[CH3:26][CH2:27][OH:28]>>[OH:8][c:9]1[cH:10][cH:11][c:12]([NH:15][c:16]2[c:17]([CH2:24][OH:25])[cH:18][c:19]([O:22][CH3:23])[cH:20][cH:21]2)[cH:13][cH:14]1. The reactants are Fc1cc(F)cc(Br)c1, CC(C)[N-]C(C)C, Cc1cc(F)c(CO)c(F)c1, [Li+]. Product: OCc1c(F)cc(Br)cc1F. As a reaction SMILES: [Br:1][c:2]1[cH:3][c:4]([F:9])[cH:5][c:6]([F:8])[cH:7]1.[CH:21]([N-:22][CH:23]([CH3:24])[CH3:25])([CH3:26])[CH3:27].[F:10][c:11]1[cH:12][c:13]([CH3:14])[cH:15][c:16]([F:17])[c:18]1[CH2:19][OH:20].[Li+:28]>>[Br:1][c:2]1[cH:3][c:4]([F:9])[c:5]([CH2:19][OH:20])[c:6]([F:8])[cH:7]1. Starting materials: CC(=O)OI1(C=2C=CC=CC2C(=O)O1)(OC(=O)C)OC(=O)C (Dess-Martin periodinane), BrC1=CC(=CC=C1)C(CCCCCC)O (1-bromo-3-(1-hydroxyhept-1-yl)benzene). Reaction conditions: time 1 hour. Product: BrC1=CC(=CC=C1)C(CCCCCC)=O (1-Bromo-3-heptanoyl benzene). Isolated yield 78.2%. As a reaction SMILES: CC(OI1(OC(C)=O)(OC(C)=O)OC(=O)C2C=CC=CC1=2)=O.[Br:23][C:24]1[CH:29]=[CH:28][CH:27]=[C:26]([CH:30]([OH:37])[CH2:31][CH2:32][CH2:33][CH2:34][CH2:35][CH3:36])[CH:25]=1>>[Br:23][C:24]1[CH:29]=[CH:28][CH:27]=[C:26]([C:30](=[O:37])[CH2:31][CH2:32][CH2:33][CH2:34][CH2:35][CH3:36])[CH:25]=1. Procedure: Dess-Martin periodinane (4.40 g, 15% solution in methylene chloride, 1.56 mmol) was added to a solution of 1-bromo-3-(1-hydroxyhept-1-yl)benzene (0.39 g, 1.42 mmol, from Aldehyde 75, Step A). After 1 h, the reaction was quenched by the addition of 1N sodium hydroxide (20 mL). The aqueous layer was separated, washed with methylene chloride (20 mL) and the organic layers combined, dried over magnesium sulfate and concentrated in vacuo. Silica gel chromatography eluting with 5% ethyl acetate/hexane... The reactants are C(C)N1CC(CCC1)CC1=C(C=CC(=C1)F)S(=O)(=O)NC1=CC=C2C3C(COC2=C1C(=O)[O-])C3 (5-[2-(1-ethylpiperidin-3-ylmethyl)-4-fluorobenzenesulfonyl-amino]-1,1a,2,7b-tetrahydrocyclopropa[c]chromene-4-carboxylate), C(C)N1CC(CCC1)CC1=C(C=CC(=C1)F)S(=O)(=O)NC1=CC=C2C3C(COC2=C1C(=O)[O-])C3 (5-[2-(1-ethylpiperidin-3-ylmethyl)-4-fluorobenzenesulfonyl-amino]-1,1a,2,7b-tetrahydrocyclopropa[c]chromene-4-carboxylate), O.[OH-].[Li+] (lithium hydroxide monohydrate), O (water), O.[OH-].[Li+] (lithium hydroxide monohydrate). Solvent: O1CCOCC1 (dioxane). Reaction conditions: temperature 100 celsius. Product: C(C)N1CC(CCC1)CC1=C(C=CC(=C1)F)S(=O)(=O)NC1=CC=C2[C@@H]3[C@H](COC2=C1C(=O)O)C3 ((1aR,7bS)-5-[2-(1-ethyl-piperidin-3-ylmethyl)-4-fluorobenzenesulfonylamino]-1,1a,2,7b-tetrahydrocyclopropa-[c]chromene-4-carboxylic acid). Isolated yield 45.0%. RXN SMILES: [CH2:1]([N:3]1[CH2:8][CH2:7][CH2:6][CH:5]([CH2:9][C:10]2[CH:15]=[C:14]([F:16])[CH:13]=[CH:12][C:11]=2[S:17]([NH:20][C:21]2[C:30]([C:31]([O-:33])=[O:32])=[C:29]3[C:24]([CH:25]4[CH2:34][CH:26]4[CH2:27][O:28]3)=[CH:23][CH:22]=2)(=[O:19])=[O:18])[CH2:4]1)[CH3:2].O.[OH-].[Li+].O>O1CCOCC1>[CH2:1]([N:3]1[CH2:8][CH2:7][CH2:6][CH:5]([CH2:9][C:10]2[CH:15]=[C:14]([F:16])[CH:13]=[CH:12][C:11]=2[S:17]([NH:20][C:21]2[C:30]([C:31]([OH:33])=[O:32])=[C:29]3[C:24]([C@H:25]4[CH2:34][C@H:26]4[CH2:27][O:28]3)=[CH:23][CH:22]=2)(=[O:18])=[O:19])[CH2:4]1)[CH3:2] |f:1.2.3|. Procedure: A mixture of methyl (1aR,7bS))-5-[2-(1-ethylpiperidin-3-ylmethyl)-4-fluorobenzenesulfonyl-amino]-1,1a,2,7b-tetrahydrocyclopropa[c]chromene-4-carboxylate (Intermediate 221, 0.071 g) and lithium hydroxide monohydrate (0.059 g) was suspended in dioxane (5 mL) and water (2 mL) and the mixture was stirred and heated at 100° C. for 25 hours. Further lithium hydroxide monohydrate (0.116 g) was added and the mixture was heated at 100° C. for a further 18 hours. After cooling, the volatiles were removed ... Reactants: OC1=CC=CC=2NN=NC21 (hydroxybenztriazole), C1(CCCCC1)N=C=NC1CCCCC1 (dicyclohexylcarbodiimide), Cl.NCC(=O)N (glycinamide hydrochloride), C(=O)(OC(C)(C)C)N[C@H](CC(C)C)C(=O)O.O (BOC-D-leucine H2O). Solvent: CN(C)C=O (DMF), C(C)N(CC)CC (triethylamine). Conditions: time 2 day. The product is C(=O)(OC(C)(C)C)N[C@H](CC(C)C)C(=O)NCC(=O)N (BOC-D-leucylglycinamide). Reaction SMILES: Cl.[NH2:2][CH2:3][C:4]([NH2:6])=[O:5].OC1C2N=NNC=2C=CC=1.[C:17]([NH:24][C@@H:25]([C:30]([OH:32])=O)[CH2:26][CH:27]([CH3:29])[CH3:28])([O:19][C:20]([CH3:23])([CH3:22])[CH3:21])=[O:18].O.C1(N=C=NC2CCCCC2)CCCCC1>CN(C=O)C.C(N(CC)CC)C>[C:17]([NH:24][C@@H:25]([C:30]([NH:2][CH2:3][C:4]([NH2:6])=[O:5])=[O:32])[CH2:26][CH:27]([CH3:28])[CH3:29])([O:19][C:20]([CH3:21])([CH3:22])[CH3:23])=[O:18] |f:0.1,3.4|. Procedure details: 1.55 g (0.014 mole) of glycinamide hydrochloride is dissolved in 50 ml of DMF by warming to 50°. The solution is cooled to 25° and 2 ml of triethylamine is added, followed by 1.89 g of hydroxybenztriazole, 3.5 g (0.014 mol) of BOC-D-leucine H2O and lastly, 2.9 g (0.014 mol) of dicyclohexylcarbodiimide. The mixture is stirred two days at 25° and then evaporated in vacuo to an oil. The oil is dissolved in 200 ml EtOAC, 50 ml CHCl3. The organic solution is washed with water, 20% citric acid solutio...